Dataset: the Open Reaction Database (ORD), a public repository of structured organic reaction records. Task: describe an organic reaction: reactants, conditions, products, and yield Starting materials: CN(CCC1=CC=C(C=C1)[N+](=O)[O-])CCOC1=CC=C(C(=O)N)C=C1 (4-{2-[N-methyl-N-(4-nitrophenethyl)amino]ethoxy}benzamide), [H][H] (hydrogen). Reagents/catalysts: [Ni] (Raney nickel). Solvent: C(C)O (ethanol). Product: NC1=CC=C(CCN(C)CCOC2=CC=C(C(=O)N)C=C2)C=C1 (4-{2-[N-(4-Aminophenethyl)-N-methylamino]ethoxy}benzamide). Isolated yield 93.9%. As a reaction SMILES: [CH3:1][N:2]([CH2:14][CH2:15][O:16][C:17]1[CH:25]=[CH:24][C:20]([C:21]([NH2:23])=[O:22])=[CH:19][CH:18]=1)[CH2:3][CH2:4][C:5]1[CH:10]=[CH:9][C:8]([N+:11]([O-])=O)=[CH:7][CH:6]=1.[H][H]>C(O)C.[Ni]>[NH2:11][C:8]1[CH:7]=[CH:6][C:5]([CH2:4][CH2:3][N:2]([CH2:14][CH2:15][O:16][C:17]2[CH:18]=[CH:19][C:20]([C:21]([NH2:23])=[O:22])=[CH:24][CH:25]=2)[CH3:1])=[CH:10][CH:9]=1. Reported procedure: A solution of 4-{2-[N-methyl-N-(4-nitrophenethyl)amino]ethoxy}benzamide (1.4 g) in ethanol (100 ml) was stirred for 16 hours at room temperature under three atmospheres of hydrogen in the presence of Raney nickel ("Nicat 102", Trade Mark). The reaction mixture was filtered and evaporated to dryness to give a yellow solid (1.2 g) which crystallised from ethyl acetate to give the title compound, (1.1 g), m.p. 110°-112°. Reactants: C(C)N1N=CC2=C1N=CC1=C2NC=2N(C1=O)N=CC2 (3-Ethyl-3,11-dihydro-6H-pyrazolo[1,5-a]pyrazolo[4',3':5,6]-pyrido[4,3-d]pyrimidine-6-one), N1(CCNCC1)CCl (piperazinomethyl chloride). Product: C(C)N1N=CC2=C1N=CC1=C2N(C=2N(C1=O)N=CC2)CN2CCNCC2 (3-ethyl-3,11-dihydro-11-(1-piperazino)methyl-6H-pyrazolo[1,5-a]pyrazolo[4',3':5,6]pyrido[4,3-d]pyrimidin-6-one). RXN SMILES: [CH2:1]([N:3]1[C:7]2[N:8]=[CH:9][C:10]3[C:15](=[O:16])[N:14]4[N:17]=[CH:18][CH:19]=[C:13]4[NH:12][C:11]=3[C:6]=2[CH:5]=[N:4]1)[CH3:2].[N:20]1([CH2:26]Cl)[CH2:25][CH2:24][NH:23][CH2:22][CH2:21]1>>[CH2:1]([N:3]1[C:7]2[N:8]=[CH:9][C:10]3[C:15](=[O:16])[N:14]4[N:17]=[CH:18][CH:19]=[C:13]4[N:12]([CH2:26][N:20]4[CH2:25][CH2:24][NH:23][CH2:22][CH2:21]4)[C:11]=3[C:6]=2[CH:5]=[N:4]1)[CH3:2]. Procedure: By reacting the product of Example 1 with piperazinomethyl chloride instead of 1-bromo-3-methylbutane as in Example 2, 3-ethyl-3,11-dihydro-11-(1-piperazino)methyl-6H-pyrazolo[1,5-a]pyrazolo[4',3':5,6]pyrido[4,3-d]pyrimidin-6-one is obtained. The reactants are C(CCCCC(=O)[O-])(=O)OCC1=CC=CC=C1 (benzyl adipate), [OH-].C(CCC)[N+](CCCC)(CCCC)CCCC (tetrabutylammonium hydroxide). Run in C(Cl)(Cl)Cl (chloroform), O (water). Product: C(C1=CC=CC=C1)OC(CCCCC(=O)[O-])=O.C(CCC)[N+](CCCC)(CCCC)CCCC (tetrabutylammonium benzyl adipate). Reaction SMILES: [C:1]([O:10][CH2:11][C:12]1[CH:17]=[CH:16][CH:15]=[CH:14][CH:13]=1)(=[O:9])[CH2:2][CH2:3][CH2:4][CH2:5][C:6]([O-:8])=[O:7].[OH-].[CH2:19]([N+:23]([CH2:32][CH2:33][CH2:34][CH3:35])([CH2:28][CH2:29][CH2:30][CH3:31])[CH2:24][CH2:25][CH2:26][CH3:27])[CH2:20][CH2:21][CH3:22]>C(Cl)(Cl)Cl.O>[CH2:11]([O:10][C:1](=[O:9])[CH2:2][CH2:3][CH2:4][CH2:5][C:6]([O-:8])=[O:7])[C:12]1[CH:17]=[CH:16][CH:15]=[CH:14][CH:13]=1.[CH2:32]([N+:23]([CH2:19][CH2:20][CH2:21][CH3:22])([CH2:24][CH2:25][CH2:26][CH3:27])[CH2:28][CH2:29][CH2:30][CH3:31])[CH2:33][CH2:34][CH3:35] |f:1.2,5.6|. Reported procedure: To 11.8 g (0.05 mole) benzyl adipate half ester in 250 ml chloroform and 40 ml water is added 40% aqueous tetrabutylammonium hydroxide with vigorous stirring until the mixture is pH 8.5. The organic phase is separated, the aqueous layer extracted with chloroform and the combined extracts dried over anhydrous sodium sulfate. Evaporation of solvent gives tetrabutylammonium benzyl adipate as an oil. The oil is mixed with toluene (250 ml) and 2.56 g (0.05 mole) iodomethyl 6-[D-(2-azido-2-phenylaceta... Reactants: CCNCC, ClCCl, CN(C)C=O, O=C(Cl)C(=O)Cl, O=C(O)c1cnc2occc2c1. The product is CCN(CC)C(=O)c1cnc2occc2c1. Reaction SMILES: [CH2:24]([CH3:25])[NH:26][CH2:27][CH3:28].[CH2:29]([Cl:30])[Cl:31].[CH3:19][N:20]([CH3:21])[CH:22]=[O:23].[Cl:13][C:14]([C:15]([Cl:16])=[O:17])=[O:18].[o:1]1[cH:2][cH:3][c:4]2[c:5]1[n:6][cH:7][c:8]([C:10](=[O:11])[OH:12])[cH:9]2>>[o:1]1[cH:2][cH:3][c:4]2[c:5]1[n:6][cH:7][c:8]([C:10](=[O:12])[N:26]([CH2:24][CH3:25])[CH2:27][CH3:28])[cH:9]2. The reactants are CCCCCCCBr, CN(C)C=O, Cc1nc(C)c(C)[nH]1, Cl, [H-], [Na+], O. Yields the product CCCCCCCn1c(C)nc(C)c1C. RXN SMILES: [CH2:12]([CH2:13][CH2:14][CH2:15][CH2:16][CH2:17][CH3:18])[Br:19].[CH3:21][N:22]([CH3:23])[CH:24]=[O:25].[CH3:2][c:3]1[nH:4][c:5]([CH3:9])[c:6]([CH3:8])[n:7]1.[ClH:1].[H-:10].[Na+:11].[OH2:20]>>[CH3:2][c:3]1[n:4]([CH2:12][CH2:13][CH2:14][CH2:15][CH2:16][CH2:17][CH3:18])[c:5]([CH3:9])[c:6]([CH3:8])[n:7]1.